Dataset: the Open Reaction Database (ORD), a public repository of structured organic reaction records. Task: describe an organic reaction: reactants, conditions, products, and yield Reactants: CC=1C(=NC(=CN1)C)C(=NO)C1=CC=CC=C1 (1-(3,6-dimethylpyrazin-2-yl)-N-hydroxy-1-phenylmethanimine), BrCC1=CC=CC(=N1)N1C(C2=CC=CC=C2C1=O)=O (2-[6-(bromomethyl)pyridin-2-yl]-1H-isoindole-1,3(2H)-dione), C([O-])([O-])=O.[Cs+].[Cs+] (cesium carbonate), [I-].[K+] (potassium iodide). The solvent is C(C)#N (acetonitrile). Run at time 7 hour. The product is CC=1C(=NC(=CN1)C)C(C1=CC=CC=C1)=NOCC1=CC=CC(=N1)N1C(C2=CC=CC=C2C1=O)=O (2-{6-[({[(3,6-dimethylpyrazin-2-yl)(phenyl)methylene]amino}oxy)methyl]pyridin-2-yl}-1H-isoindole-1,3(2H)-dione). The yield is 40.4%. RXN SMILES: [CH3:1][C:2]1[C:3]([C:9]([C:12]2[CH:17]=[CH:16][CH:15]=[CH:14][CH:13]=2)=[N:10][OH:11])=[N:4][C:5]([CH3:8])=[CH:6][N:7]=1.Br[CH2:19][C:20]1[N:25]=[C:24]([N:26]2[C:34](=[O:35])[C:33]3[C:28](=[CH:29][CH:30]=[CH:31][CH:32]=3)[C:27]2=[O:36])[CH:23]=[CH:22][CH:21]=1.C(=O)([O-])[O-].[Cs+].[Cs+].[I-].[K+]>C(#N)C>[CH3:1][C:2]1[C:3]([C:9](=[N:10][O:11][CH2:19][C:20]2[N:25]=[C:24]([N:26]3[C:27](=[O:36])[C:28]4[C:33](=[CH:32][CH:31]=[CH:30][CH:29]=4)[C:34]3=[O:35])[CH:23]=[CH:22][CH:21]=2)[C:12]2[CH:17]=[CH:16][CH:15]=[CH:14][CH:13]=2)=[N:4][C:5]([CH3:8])=[CH:6][N:7]=1 |f:2.3.4,5.6|. Procedure: To a solution of 1-(3,6-dimethylpyrazin-2-yl)-N-hydroxy-1-phenylmethanimine (3.38 g, 14.9 mmol) and 2-[6-(bromomethyl)pyridin-2-yl]-1H-isoindole-1,3(2H)-dione (5.19 g, 16.4 mmol) in acetonitrile (50 mL) were added cesium carbonate (10.2 g, 31.2 mmol) and potassium iodide (3.70 mg, 22.3 mmol). After stirring at room temperature for 7 h, the reaction mixture was filtered, the insolubles washed with ethyl acetate, and the combined filtrates concentrated in vacuo, diluted in ethyl acetate (150 mL), ... Reaction SMILES: CP(C)C.N(C(N1CCCCC1)=O)=NC(N1CCCCC1)=O.[I:23]C.O[CH2:26][CH:27]([NH:38][C:39](=[O:45])[O:40][C:41]([CH3:44])([CH3:43])[CH3:42])[CH2:28][CH2:29][CH2:30][CH2:31][CH2:32][CH2:33][CH2:34][CH2:35][CH2:36][CH3:37]>C1COCC1>[I:23][CH2:26][CH:27]([NH:38][C:39](=[O:45])[O:40][C:41]([CH3:44])([CH3:43])[CH3:42])[CH2:28][CH2:29][CH2:30][CH2:31][CH2:32][CH2:33][CH2:34][CH2:35][CH2:36][CH3:37]. Procedure: Trimethylphosphine (1.0M, 1.33 mmol) was added dropwise to a stirred solution of (azodicarbonyl)dipiperidine [ADDP] (336 mg, 1.33 mmol) in abs. THF (25 ml) at 0° C. After 30 minutes, iodomethane (189 mg, 1.33 mmol) and tert-butyl N-[1-(R/S)-(hydroxy-methyl)undecyl]carbamate 46 (200 mg, 0.664 mmol) were added to the solution, which was subsequently stirred for 4 hours at room temperature. The precipitate was then filtered off and the solution evaporated to dryness. The residue was dissolved in et... The yield is 64.4%. Product: ICC(CCCCCCCCCC)NC(OC(C)(C)C)=O (tert-Butyl N-[1-(R/S)-(iodomethyl)undecyl]carbamate). Run at time 30 minute. The solvent is C1CCOC1 (THF). Reactants: CP(C)C (Trimethylphosphine), N(=NC(=O)N1CCCCC1)C(=O)N1CCCCC1 ((azodicarbonyl)dipiperidine), IC (iodomethane), OCC(CCCCCCCCCC)NC(OC(C)(C)C)=O (tert-butyl N-[1-(R/S)-(hydroxymethyl) undecyl]carbamate). Reactants: O1CC(CC1)=NNC(=O)OCC1=CC=CC=C1 (Benzyl 2-[dihydrofuran-3(2H)-ylidene]hydrazinecarboxylate), [OH-].[Na+] (sodium hydroxide), C(C)(=O)O (Acetic acid), C(#N)[BH3-].[Na+] (Sodium cyanoborohydride). Product: O1CC(CC1)NNC(=O)OCC1=CC=CC=C1 ((±)-benzyl 2-(tetrahydrofuran-3-yl)hydrazinecarboxylate). RXN SMILES: [O:1]1[CH2:5][CH2:4][C:3](=[N:6][NH:7][C:8]([O:10][CH2:11][C:12]2[CH:17]=[CH:16][CH:15]=[CH:14][CH:13]=2)=[O:9])[CH2:2]1.C(O)(=O)C.C([BH3-])#N.[Na+].[OH-].[Na+]>O>[O:1]1[CH2:5][CH2:4][CH:3]([NH:6][NH:7][C:8]([O:10][CH2:11][C:12]2[CH:17]=[CH:16][CH:15]=[CH:14][CH:13]=2)=[O:9])[CH2:2]1 |f:2.3,4.5|. Isolated yield 93.1%. Procedure details: Benzyl 2-[dihydrofuran-3(2H)-ylidene]hydrazinecarboxylate (14.8 g) was suspended in water (96 mL). Acetic acid (42.1 mL) was added to the suspension at room temperature. The mixture was stirred at room temperature for one hour. The suspension turned into a solution. Sodium cyanoborohydride (4.0 g) was added to the solution in small portions. The mixed solution was stirred at room temperature for two hours. The reaction mixture was cooled to 0° C. The reaction mixture was neutralized by adding a ... Run at time 1 hour. The solvent is O (water).